From a dataset of the Open Reaction Database (ORD), a public repository of structured organic reaction records. describe an organic reaction: reactants, conditions, products, and yield Starting materials: N1C=CC=2C1=NC=C(C2)OC2=C(C(=O)OC)C=CC(=C2)N2CCN(CC2)CC=2COC(CC2C2=CC=C(C=C2)Cl)(C)C (methyl 2-(1H-pyrrolo[2,3-b]pyridin-5-yloxy)-4-(4-((4-(4-chlorophenyl)-6,6-dimethyl-5,6-dihydro-2H-pyran-3-yl)methyl)piperazin-1-yl)benzoate), O[Li].O (LiOH H2O), Cl (HCl). The solvent is O1CCCC1 (tetrahydrofuran), CO (methanol), O (water), C(C)(=O)OCC (ethyl acetate). Run at time 8 hour. Product: N1C=CC=2C1=NC=C(C2)OC2=C(C(=O)O)C=CC(=C2)N2CCN(CC2)CC=2COC(CC2C2=CC=C(C=C2)Cl)(C)C (2-(1H-pyrrolo[2,3-b]pyridin-5-yloxy)-4-(4-((4-(4-chlorophenyl)-6,6-dimethyl-5,6-dihydro-2H-pyran-3-yl)methyl)piperazin-1-yl)benzoic acid). As a reaction SMILES: [NH:1]1[C:5]2=[N:6][CH:7]=[C:8]([O:10][C:11]3[CH:20]=[C:19]([N:21]4[CH2:26][CH2:25][N:24]([CH2:27][C:28]5[CH2:29][O:30][C:31]([CH3:42])([CH3:41])[CH2:32][C:33]=5[C:34]5[CH:39]=[CH:38][C:37]([Cl:40])=[CH:36][CH:35]=5)[CH2:23][CH2:22]4)[CH:18]=[CH:17][C:12]=3[C:13]([O:15]C)=[O:14])[CH:9]=[C:4]2[CH:3]=[CH:2]1.O[Li].O.Cl>O1CCCC1.CO.O.C(OCC)(=O)C>[NH:1]1[C:5]2=[N:6][CH:7]=[C:8]([O:10][C:11]3[CH:20]=[C:19]([N:21]4[CH2:22][CH2:23][N:24]([CH2:27][C:28]5[CH2:29][O:30][C:31]([CH3:42])([CH3:41])[CH2:32][C:33]=5[C:34]5[CH:35]=[CH:36][C:37]([Cl:40])=[CH:38][CH:39]=5)[CH2:25][CH2:26]4)[CH:18]=[CH:17][C:12]=3[C:13]([OH:15])=[O:14])[CH:9]=[C:4]2[CH:3]=[CH:2]1 |f:1.2|. Procedure details: To a solution of EXAMPLE 15G (254 mg) in tetrahydrofuran (4 mL), methanol (2 mL) and water (2 mL) was added LiOH H2O (126 mg). The mixture was stirred overnight. The mixture was then neutralized with 5% HCl and diluted with ethyl acetate (200 mL). After washing with brine, it was dried over Na2SO4. Filtration and evaporation of solvent gave the product. Reactants: NC1=NC(=C(C(=N1)Cl)C1=C(C=C(C=C1)Cl)Cl)SC (2-amino-4-chloro-5-(2,4-dichlorophenyl)-6-methylthio pyrimidine), N (ammonia), COCCOCCN(CCOCCOC)CCOCCOC (tris[2-(2-methoxyethoxy)ethyl]amine). Reagents/catalysts: [Cu] (copper). Run in CCO (EtOH). Conditions: temperature 180 celsius. Product: NC1=NC(=C(C(=N1)N)C1=C(C=C(C=C1)Cl)Cl)SC (2,4-Diamino-5-(2,4-dichlorophenyl)-6-methylthiopyrimidine). Isolated yield 1181.2%. As a reaction SMILES: [NH2:1][C:2]1[N:7]=[C:6](Cl)[C:5]([C:9]2[CH:14]=[CH:13][C:12]([Cl:15])=[CH:11][C:10]=2[Cl:16])=[C:4]([S:17][CH3:18])[N:3]=1.N.COCCOCC[N:27](CCOCCOC)CCOCCOC>[Cu].CCO>[NH2:1][C:2]1[N:7]=[C:6]([NH2:27])[C:5]([C:9]2[CH:14]=[CH:13][C:12]([Cl:15])=[CH:11][C:10]=2[Cl:16])=[C:4]([S:17][CH3:18])[N:3]=1. Procedure: A mixture of 2-amino-4-chloro-5-(2,4-dichlorophenyl)-6-methylthio pyrimidine (0.5 g) (Example 32) EtOH saturated with ammonia (20 ml), copper powder (0.05 g) and tris[2-(2-methoxyethoxy)ethyl]amine (0.01 g) was heated in an autoclave at 180° C. for 18 hours. The cooled reaction mixture was filtered, evaporated and the residue purified by flash column chromatography to give the title compound (0.11 g, 23.5%), mp. 191°-192° C. Microanalysis: The reactants are COC=1C(=NC2=CC=C(C=C2N1)C)NC(OCC)=O (Ethyl N-(3-methoxy-6-methylquinoxalin-2-yl)carbamate), N1=C(C=CC=C1)N1CCNCC1 (1-(2-pyridyl)piperazine). The product is COC=1C(=NC2=CC=C(C=C2N1)C)NC(=O)N1CCN(CC1)C1=NC=CC=C1 (1-[(3-Methoxy-6-methylquinoxalin-2-yl)aminocarbonyl]-4-(2-pyridyl)piperazine). Isolated yield 88.0%. As a reaction SMILES: [CH3:1][O:2][C:3]1[C:4]([NH:14][C:15](=[O:19])OCC)=[N:5][C:6]2[C:11]([N:12]=1)=[CH:10][C:9]([CH3:13])=[CH:8][CH:7]=2.[N:20]1[CH:25]=[CH:24][CH:23]=[CH:22][C:21]=1[N:26]1[CH2:31][CH2:30][NH:29][CH2:28][CH2:27]1>>[CH3:1][O:2][C:3]1[C:4]([NH:14][C:15]([N:29]2[CH2:30][CH2:31][N:26]([C:21]3[CH:22]=[CH:23][CH:24]=[CH:25][N:20]=3)[CH2:27][CH2:28]2)=[O:19])=[N:5][C:6]2[C:11]([N:12]=1)=[CH:10][C:9]([CH3:13])=[CH:8][CH:7]=2. Procedure: Ethyl N-(3-methoxy-6-methylquinoxalin-2-yl)carbamate and 1-(2-pyridyl)piperazine were reacted by the same way with the example 127 to obtain the titled compound (yield, 88%). 1H NMR (300 MHz, CDCl3): δ 2.49 (s, 3H), 3.61-3.71 (m, 8H), 4.12 (s, 3H), 6.66 (d, J=8 Hz, 2H), 7.07-7.74 (m, 5H), 8.20 (dd, J=5.4, 1.8 Hz, 1H). Reactants: C(C)OC(C(CC(C)C)C=1C=C(C=C(C1)C1=NC(=CC=C1)C(F)(F)F)C1=CC=C(C=C1)C(F)(F)F)=O (4-Methyl-2-[4′-trifluoromethyl-5-(6-trifluoromethyl-pyridin-2-yl)-biphenyl-3-yl]-pentanoic acid ethyl ester), compound 7a, Cl.O1CCOCC1 (HCl dioxane). The reagents and catalysts are [Pt]=O (platinum oxide). The solvent is CO (MeOH). The product is C(C)OC(C(CC(C)C)C=1C=C(C=C(C1)C1NC(CCC1)C(F)(F)F)C1=CC=C(C=C1)C(F)(F)F)=O (4-Methyl-2-[4′-trifluoromethyl-5-(6-trifluoromethyl-piperidin-2-yl)-biphenyl-3-yl]-pentanoic acid ethyl ester). Isolated yield 93.0%. Reaction SMILES: [CH2:1]([O:3][C:4](=[O:36])[CH:5]([C:10]1[CH:11]=[C:12]([C:26]2[CH:31]=[CH:30][C:29]([C:32]([F:35])([F:34])[F:33])=[CH:28][CH:27]=2)[CH:13]=[C:14]([C:16]2[CH:21]=[CH:20][CH:19]=[C:18]([C:22]([F:25])([F:24])[F:23])[N:17]=2)[CH:15]=1)[CH2:6][CH:7]([CH3:9])[CH3:8])[CH3:2].Cl.O1CCOCC1>CO.[Pt]=O>[CH2:1]([O:3][C:4](=[O:36])[CH:5]([C:10]1[CH:11]=[C:12]([C:26]2[CH:27]=[CH:28][C:29]([C:32]([F:33])([F:34])[F:35])=[CH:30][CH:31]=2)[CH:13]=[C:14]([CH:16]2[CH2:21][CH2:20][CH2:19][CH:18]([C:22]([F:23])([F:24])[F:25])[NH:17]2)[CH:15]=1)[CH2:6][CH:7]([CH3:9])[CH3:8])[CH3:2] |f:1.2|. Procedure details: A solution of 4-Methyl-2-[4′-trifluoromethyl-5-(6-trifluoromethyl-pyridin-2-yl)-biphenyl-3-yl]-pentanoic acid ethyl ester, compound 7a (865 mg, 1.7mmol) in MeOH (50 mL), platinum oxide (39.0 mg, 0. 17 mmol) and 4N HCl/dioxane (500 μl) was hydrogenated at 20 psi for 4 hours. The reaction mixture was filtered through celite, washed with MeOH and concentrated in vacuo. The residue was partitioned between dichloromethane and Na2CO3 to give the free base. Purification by silica gel chromatography gav... The reactants are C1(CC1)C(CC#N)C1CC1 (3,3-Dicyclopropylpropionitrile), Cl (hydrochloric acid), [OH-].[K+] (potassium hydroxide), O (water), N (ammonia), O (water). The solvent is C(COCCO)O (diethylene glycol). Yields the product C1(CC1)C(CC(=O)O)C1CC1 (3,3-Dicyclopropylpropanoic Acid). Yield: 83.0%. Reaction SMILES: [OH-:1].[K+].[CH:3]1([CH:6]([CH:10]2[CH2:12][CH2:11]2)[CH2:7][C:8]#N)[CH2:5][CH2:4]1.N.Cl.[OH2:15]>C(O)COCCO>[CH:3]1([CH:6]([CH:10]2[CH2:12][CH2:11]2)[CH2:7][C:8]([OH:15])=[O:1])[CH2:5][CH2:4]1 |f:0.1|. Reported procedure: 45 g of potassium hydroxide are dissolved in 65 ml of water. 100 ml of diethylene glycol are added to the above solution followed by 30 g of the product obtained in stage A. The mixture is refluxed until the evolution of ammonia ceases. After cooling, 700 ml of water are added and the mixture is acidified with 12N hydrochloric acid. After extraction with ether, the ethereal phases are pooled, washed with water until neutral, dried and evaporated. The expected product is obtained after distillati...